describe an organic reaction: reactants, conditions, products, and yield From a dataset of the Open Reaction Database (ORD), a public repository of structured organic reaction records. The reactants are N1C[C@@H](CCC1)N1C(=NC2=C1C=CC=C2)[C@H](C)NC2=C1N=CNC1=NC=N2 ([(S)-1-((R)-1-Piperidin-3-yl-1H-benzoimidazol-2-yl)ethyl]-(9H-purin-6-yl)amine), BrCCO (2-bromoethanol), CCN(C(C)C)C(C)C (DIPEA). Run in IMS. Conditions: temperature 70 celsius, time 20 hour. Product: N1=CN=C2NC=NC2=C1N[C@@H](C)C1=NC2=C(N1[C@H]1CN(CCC1)CCO)C=CC=C2 (2-((R)-3-(2-((S)-1-(9H-purin-6-ylamino)ethyl)-1H-benzo[d]imidazol-1-yl)piperidin-1-yl)ethanol). The yield is 4.8%. As a reaction SMILES: [NH:1]1[CH2:6][CH2:5][CH2:4][C@@H:3]([N:7]2[C:11]3[CH:12]=[CH:13][CH:14]=[CH:15][C:10]=3[N:9]=[C:8]2[C@@H:16]([NH:18][C:19]2[N:27]=[CH:26][N:25]=[C:24]3[C:20]=2[N:21]=[CH:22][NH:23]3)[CH3:17])[CH2:2]1.Br[CH2:29][CH2:30][OH:31].CCN(C(C)C)C(C)C>>[N:27]1[C:19]([NH:18][C@H:16]([C:8]2[N:7]([C@@H:3]3[CH2:4][CH2:5][CH2:6][N:1]([CH2:29][CH2:30][OH:31])[CH2:2]3)[C:11]3[CH:12]=[CH:13][CH:14]=[CH:15][C:10]=3[N:9]=2)[CH3:17])=[C:20]2[C:24]([NH:23][CH:22]=[N:21]2)=[N:25][CH:26]=1. Procedure details: A mixture of [(S)-1-((R)-1-piperidin-3-yl-1H-benzoimidazol-2-yl)ethyl]-(9H-purin-6-yl)amine from Example 16 (150 mg, 0.414 mmol), 2-bromoethanol (30 μL, 0.414 mmol) and DIPEA (215 μL, 1.24 mmol) in IMS (2 mL) was stirred in a sealed vial at 70° C. for 20 h. After cooling to RT, volatiles were removed under reduced pressure and the resulting residue was purified by column chromatography (Si—PCC, gradient 0-15% 2M NH3/MeOH in DCM) followed by sonication in cyclohexane and HPLC purification (Phenom... Starting materials: N(=[N+]=[N-])C1=C(C(=C(C(=O)OCC)C=C1F)F)OC(F)F (ethyl 4-azido-2,5-difluoro-3-difluoromethoxybenzoate). Reagents/catalysts: [C].[Pd] (palladium-carbon). The solvent is C(C)O (ethanol), C(C)(=O)OCC (ethyl acetate). Conditions: temperature 50 celsius, time 6 hour. The product is NC1=C(C(=C(C(=O)OCC)C=C1F)F)OC(F)F (ethyl 4-amino-2,5-difluoro-3-difluoromethoxybenzoate). As a reaction SMILES: [N:1]([C:4]1[C:14]([F:15])=[CH:13][C:7]([C:8]([O:10][CH2:11][CH3:12])=[O:9])=[C:6]([F:16])[C:5]=1[O:17][CH:18]([F:20])[F:19])=[N+]=[N-]>C(O)C.C(OCC)(=O)C.[C].[Pd]>[NH2:1][C:4]1[C:14]([F:15])=[CH:13][C:7]([C:8]([O:10][CH2:11][CH3:12])=[O:9])=[C:6]([F:16])[C:5]=1[O:17][CH:18]([F:19])[F:20] |f:3.4|. Procedure details: In 210 ml of ethanol and 70 ml of ethyl acetate was dissolved 13.8 g of ethyl 4-azido-2,5-difluoro-3-difluoromethoxybenzoate, and 1.38 g of 5% palladium-carbon was added to the solution, after which the resulting mixture was stirred at 50° C. for six hours under a hydrogen stream. The reaction mixture was filtered, and the filtrate obtained was concentrated under reduced pressure, to obtain 12.3 g of colorless, crystalline ethyl 4-amino-2,5-difluoro-3-difluoromethoxybenzoate. Reactants: CN1CCN(c2cc(N)ccn2)CC1, COc1cccc(-c2nc(N3CCOCC3)nc(Cl)c2CCCl)c1, [H-], [Na+], C1CCOC1, O. RXN SMILES: [CH3:8][N:9]1[CH2:10][CH2:11][N:12]([c:15]2[n:16][cH:17][cH:18][c:19]([NH2:21])[cH:20]2)[CH2:13][CH2:14]1.[Cl:22][c:23]1[n:24][c:25]([N:40]2[CH2:41][CH2:42][O:43][CH2:44][CH2:45]2)[n:26][c:27](-[c:32]2[cH:33][c:34]([O:38][CH3:39])[cH:35][cH:36][cH:37]2)[c:28]1[CH2:29][CH2:30][Cl:31].[H-:1].[Na+:2].[O:3]1[CH2:4][CH2:5][CH2:6][CH2:7]1.[OH2:46]>>[CH3:8][N:9]1[CH2:10][CH2:11][N:12]([c:15]2[n:16][cH:17][cH:18][c:19]([N:21]3[c:23]4[n:24][c:25]([N:40]5[CH2:41][CH2:42][O:43][CH2:44][CH2:45]5)[n:26][c:27](-[c:32]5[cH:33][c:34]([O:38][CH3:39])[cH:35][cH:36][cH:37]5)[c:28]4[CH2:29][CH2:30]3)[cH:20]2)[CH2:13][CH2:14]1. Product: COc1cccc(-c2nc(N3CCOCC3)nc3c2CCN3c2ccnc(N3CCN(C)CC3)c2)c1. Starting materials: C(C)(=O)OCC (ethyl acetate), Cl.C(C(C)C)OC1CNC1 (3-Isobutoxyazetidine hydrochloride), CCN=C=NCCCN(C)C (EDCI), C=1C=CC2=C(C1)N=NN2O (HOBt), C(C)(C)N(CC)C(C)C (diisopropylethylamine), ClCC1=NN(C=C1)C (3-(chloromethyl)-1-methyl-1H-pyrazole). Run in O (water). The product is C(C(C)C)OC1CN(C1)C(/C=C/C=1C=C2CCC(NC2=NC1)=O)=O ((E)-6-[3-(3-Isobutoxyazetidin-1-yl)-3-oxoprop-1-enyl]-3,4-dihydro-1,8-naphthyridin-2(1H)-one), solid. Isolated yield 31.0%. Reaction SMILES: Cl.[CH2:2]([O:6][CH:7]1[CH2:10][NH:9][CH2:8]1)[CH:3]([CH3:5])[CH3:4].CCN=C=N[CH2:16][CH2:17][CH2:18][N:19](C)C.C1C=CC2N([OH:31])N=NC=2C=1.C(N([CH:38]([CH3:40])C)CC)(C)C.Cl[CH2:42][C:43]1[CH:47]=[CH:46][N:45]([CH3:48])N=1.[C:49](OCC)(=[O:51])C>O>[CH2:2]([O:6][CH:7]1[CH2:10][N:9]([C:49](=[O:51])/[CH:42]=[CH:43]/[C:47]2[CH:38]=[C:40]3[C:48](=[N:45][CH:46]=2)[NH:19][C:18](=[O:31])[CH2:17][CH2:16]3)[CH2:8]1)[CH:3]([CH3:5])[CH3:4] |f:0.1|. Procedure details: 3-Isobutoxyazetidine hydrochloride (98 mg, 0.6 mmol), EDCI (113 mg, 0.6 mmol), HOBt (80 mg, 0.6 mmol) and diisopropylethylamine (170 μL, 1.0 mmol) were successively added to a solution of 3-(chloromethyl)-1-methyl-1H-pyrazole (100 mg, 0.4 mmol) in dimethylormamide (10 mL) at room temperature. The reaction mixture was stirred over a week-end and then diluted by addition ethyl acetate (20 mL) and water (2×20 mL). The aqueous layer was separated and extracted with ethyl acetate (2×20 mL). The combi... The reactants are COC(=O)CBr, CCc1c(CC(N)=O)c2c(OCC(=O)OC)cccc2n1Cc1cccc(Cl)c1, CCc1c(CC(N)=O)c2c(O)cccc2n1Cc1cccc(Cl)c1, CN(C)C=O. Yields the product CCc1c(CC(N)=O)c2c(OCC(=O)OC)cccc2n1Cc1ccccc1. Reaction SMILES: [Br:54][CH2:55][C:56]([O:57][CH3:58])=[O:59].[CH3:1][O:2][C:3]([CH2:4][O:5][c:6]1[c:7]2[c:8]([CH2:25][C:26](=[O:27])[NH2:28])[c:9]([CH2:23][CH3:24])[n:10]([CH2:15][c:16]3[cH:17][c:18]([Cl:22])[cH:19][cH:20][cH:21]3)[c:11]2[cH:12][cH:13][cH:14]1)=[O:29].[Cl:30][c:31]1[cH:32][c:33]([CH2:34][n:35]2[c:36]3[c:37]([c:38]([OH:39])[cH:40][cH:41][cH:42]3)[c:43]([CH2:44][C:45]([NH2:46])=[O:47])[c:48]2[CH2:49][CH3:50])[cH:51][cH:52][cH:53]1.[O:60]=[CH:61][N:62]([CH3:63])[CH3:64]>>[CH3:1][O:2][C:3]([CH2:4][O:5][c:6]1[c:7]2[c:8]([CH2:25][C:26](=[O:27])[NH2:28])[c:9]([CH2:23][CH3:24])[n:10]([CH2:15][c:16]3[cH:17][cH:18][cH:19][cH:20][cH:21]3)[c:11]2[cH:12][cH:13][cH:14]1)=[O:29]. The reactants are 23.4, [AlH4-].[Li+] (lithium tetrahydroaluminate), O1CCCC1 (tetrahydrofuran), C(CCC)N1N=NC2=C1C=CC(=C2)C(=O)O (1-butyl-1H-benzotriazole-5-carboxylic acid). Solvent: O (water). Conditions: time 1 hour. Yields the product 18, C(CCC)N1N=NC2=C1C=CC(=C2)CO (1-butyl-1H-benzotriazole-5-methanol). The yield is 42.7%. As a reaction SMILES: [AlH4-].[Li+].O1CCCC1.[CH2:8]([N:12]1[C:16]2[CH:17]=[CH:18][C:19]([C:21](O)=[O:22])=[CH:20][C:15]=2[N:14]=[N:13]1)[CH2:9][CH2:10][CH3:11]>O>[CH2:8]([N:12]1[C:16]2[CH:17]=[CH:18][C:19]([CH2:21][OH:22])=[CH:20][C:15]=2[N:14]=[N:13]1)[CH2:9][CH2:10][CH3:11] |f:0.1|. Reported procedure: To a stirred and cooled (0° C.) suspension of 23.4 parts of lithium tetrahydroaluminate in 270 parts of dry tetrahydrofuran were added portionwise 45 parts of 1-butyl-1H-benzotriazole-5-carboxylic acid. Upon complete addition, stirring was continued for 1 hour at 0° C. The reaction mixture was hydrolysed with 50 parts of water. The whole was filtered and washed with a mixture of dichloromethane and methanol (90:10 by volume). The filtrate was evaporated to dry and the residue was purified by col... The reactants are CS(=O)(=O)O (Methanesulfonic acid), C(C1=CC=CC=C1)OC=1C=C(C(=O)C(C(=O)NC(C)C)=CC2=CC=CC=C2)C=CC1 (2-(3-Benzyloxybenzoyl)-N-isopropyl-3-phenylacryl amide), C([O-])(O)=O.[Na+] (sodium bicarbonate). Solvent: ClCCl (dichloromethane). Conditions: time 3 hour. Yields the product C(C)(C)[NH-].OC=1C=C2C(C(C(C2=CC1)C1=CC=CC=C1)C(=O)[O-])=O (5-hydroxy-3-oxo-1-phenylindane-2-carboxylate isopropyl amide). Yield: 4150.9%. As a reaction SMILES: C([O:8][C:9]1[CH:10]=[C:11]([CH:28]=[CH:29][CH:30]=1)[C:12]([C:14](=[CH:21][C:22]1[CH:27]=[CH:26][CH:25]=[CH:24][CH:23]=1)[C:15]([NH:17][CH:18]([CH3:20])[CH3:19])=[O:16])=[O:13])C1C=CC=CC=1.CS(O)(=O)=[O:33].C(=O)(O)[O-].[Na+]>ClCCl>[CH:18]([NH-:17])([CH3:20])[CH3:19].[OH:8][C:9]1[CH:10]=[C:11]2[C:28](=[CH:29][CH:30]=1)[CH:21]([C:22]1[CH:23]=[CH:24][CH:25]=[CH:26][CH:27]=1)[CH:14]([C:15]([O-:33])=[O:16])[C:12]2=[O:13] |f:2.3,5.6|. Procedure: 2-(3-Benzyloxybenzoyl)-N-isopropyl-3-phenylacryl amide (106.74 g, 267.19 mmol) was dissolved in dichloromethane. Methanesulfonic acid (256.78 g, 2.672 mmol) was added thereto and the mixture was stirred for 3 hours at room temperature. After the reaction was completed, the mixture was cooled to 0° C. followed by adding saturated sodium bicarbonate, and the organic layer extracted with dichloromethane. The extract was dried over anhydrous magnesium sulfate, concentrated, and the resulting residue...